From a dataset of the Open Reaction Database (ORD), a public repository of structured organic reaction records. describe an organic reaction: reactants, conditions, products, and yield Reactants: FC1=CC=C(C=C1)C1=C(C=NO1)C(=O)O (5-(4-fluorophenyl)isoxazole-4-carboxylic acid), C(C)NCC (diethylamine). The product is C(C)N(C(=O)C=1C=NOC1C1=CC=C(C=C1)F)CC (N,N-Diethyl-5-(4-fluorophenyl)isoxazole-4-carboxamide), solid. Reaction SMILES: [F:1][C:2]1[CH:7]=[CH:6][C:5]([C:8]2[O:12][N:11]=[CH:10][C:9]=2[C:13]([OH:15])=O)=[CH:4][CH:3]=1.[CH2:16]([NH:18][CH2:19][CH3:20])[CH3:17]>>[CH2:16]([N:18]([CH2:19][CH3:20])[C:13]([C:9]1[CH:10]=[N:11][O:12][C:8]=1[C:5]1[CH:4]=[CH:3][C:2]([F:1])=[CH:7][CH:6]=1)=[O:15])[CH3:17]. Procedure: The title compound was prepared from 5-(4-fluorophenyl)isoxazole-4-carboxylic acid (10.4 mg, 0.050 mmol) and diethylamine (4.4 mg, 0.060 mmol) as described in synthetic method A and thereafter purified by preparative HPLC method A to give a solid (11.4 mg). MS (pos) m/z 263.1 (M+1). The reactants are CC(C)(C)OC(=O)N1CCC(N)CC1, O=Cc1ccsc1. Yields the product CC(C)(C)OC(=O)N1CCC(NCc2ccsc2)CC1. RXN SMILES: [NH2:1][CH:2]1[CH2:3][CH2:4][N:5]([C:8](=[O:9])[O:10][C:11]([CH3:12])([CH3:13])[CH3:14])[CH2:6][CH2:7]1.[s:15]1[cH:16][c:17]([CH:20]=[O:21])[cH:18][cH:19]1>>[NH:1]([CH:2]1[CH2:3][CH2:4][N:5]([C:8](=[O:9])[O:10][C:11]([CH3:12])([CH3:13])[CH3:14])[CH2:6][CH2:7]1)[CH2:20][c:17]1[cH:16][s:15][cH:19][cH:18]1. Starting materials: P(Cl)(Cl)(Cl)(Cl)Cl (Phosphorus pentachloride), C(C)(C)C1=CC=C(CNC(C2=CC=C(C=C2)OC(C(C)(C)C)=O)=O)C=C1 (N-(4-isopropylbenzyl)-4-pivaloyloxybenzamide), [N-]=[N+]=[N-].[Na+] (sodium azide). The product is C(C(C)(C)C)(=O)OC1=CC=C(C=C1)C1=NN=NN1CC1=CC=C(C=C1)C(C)C (4-[1-(4-Isopropylbenzyl)tetrazol-5-yl]phenyl pivalate). Reaction SMILES: P(Cl)(Cl)(Cl)(Cl)Cl.[CH:7]([C:10]1[CH:32]=[CH:31][C:13]([CH2:14][NH:15][C:16](=O)[C:17]2[CH:22]=[CH:21][C:20]([O:23][C:24](=[O:29])[C:25]([CH3:28])([CH3:27])[CH3:26])=[CH:19][CH:18]=2)=[CH:12][CH:11]=1)([CH3:9])[CH3:8].[N-:33]=[N+:34]=[N-:35].[Na+]>O>[C:24]([O:23][C:20]1[CH:21]=[CH:22][C:17]([C:16]2[N:15]([CH2:14][C:13]3[CH:31]=[CH:32][C:10]([CH:7]([CH3:9])[CH3:8])=[CH:11][CH:12]=3)[N:35]=[N:34][N:33]=2)=[CH:18][CH:19]=1)(=[O:29])[C:25]([CH3:28])([CH3:27])[CH3:26] |f:2.3|. Reaction conditions: time 2 hour. The solvent is O (H2O). Procedure details: Phosphorus pentachloride (0,249 g) was added to a solution of N-(4-isopropylbenzyl)-4-pivaloyloxybenzamide (0.353 g) in dichloeomethane (5 ml) under ice cooling, and stirring was continued for 2 h. This reaction mixture was added dropwise to a solution of sodium azide (0.78 g) in H2O (10 ml) at room temperature, and stirring was continued for 1 h. The mixture was extracted with chloroform, and the extract was washed with water, dried and evaporated to dryness. The residue was purified by column ... Isolated yield 52.9%. The reactants are BrC=1C=NN(C1C)CC1(CCCCC1)OCC(=O)O (2-(1-((4-bromo-5-methyl-1H-pyrazol-1-yl)methyl)cyclohexyloxy)acetic acid), N1CCOCC1 (morpholine), Cl.C(C)N=C=NCCCN(C)C (1-ethyl-3-[3-(dimethylamino)propyl]-carbodiimide hydrochloride). Reagents/catalysts: CN(C1=CC=NC=C1)C (4-dimethylaminopyridine). Run in ClCCl (dichloromethane), C(C)(=O)OCC (ethyl acetate). Run at time 8 hour. Product: BrC=1C=NN(C1C)CC1(CCCCC1)OCC(=O)N1CCOCC1 (2-(1-((4-bromo-5-methyl-1H-pyrazol-1-yl)methyl)cyclohexyloxy)-1-morpholinoethanone). RXN SMILES: [Br:1][C:2]1[CH:3]=[N:4][N:5]([CH2:8][C:9]2([O:15][CH2:16][C:17]([OH:19])=O)[CH2:14][CH2:13][CH2:12][CH2:11][CH2:10]2)[C:6]=1[CH3:7].[NH:20]1[CH2:25][CH2:24][O:23][CH2:22][CH2:21]1.Cl.C(N=C=NCCCN(C)C)C>ClCCl.CN(C)C1C=CN=CC=1.C(OCC)(=O)C>[Br:1][C:2]1[CH:3]=[N:4][N:5]([CH2:8][C:9]2([O:15][CH2:16][C:17]([N:20]3[CH2:25][CH2:24][O:23][CH2:22][CH2:21]3)=[O:19])[CH2:10][CH2:11][CH2:12][CH2:13][CH2:14]2)[C:6]=1[CH3:7] |f:2.3|. Procedure: To a solution of EXAMPLE 174B (331 mg) in dichloromethane (10 mL) was added morpholine (174 mg), 4-dimethylaminopyridine (122 mg) and 1-ethyl-3-[3-(dimethylamino)propyl]-carbodiimide hydrochloride (287 mg). The mixture was stirred overnight. The mixture was diluted with ethyl acetate (200 mL) and washed with water and brine and dried over Na2SO4. Filtration and evaporation of the solvent gave the crude title compound. The reactants are CC(C)(C)OC(=O)OC(=O)OC(C)(C)C ((Boc)2O), C(C1=CC=CC=C1)[C@@H]1N(C(OC1)=O)C(C[C@H](C[N+](=O)[O-])C1=CC=C(C=C1)OCC1=CC=CC=C1)=O ((S)-4-Benzyl-3-((S)-3-(4-(benzyloxy)phenyl)-4-nitrobutanoyl)oxazolidin-2-one), TEA, CC(C)(C)OC(=O)OC(=O)OC(C)(C)C ((Boc)2O). Reagents/catalysts: CN(C)C=1C=CN=CC1 (DMAP). The solvent is C(=C)Br (vinyl bromide). Conditions: time 2.5 day. Product: C(C1=CC=CC=C1)[C@@H]1N(C(OC1)=O)C(C[C@H](C1=NOC=C1)C1=CC=C(C=C1)OCC1=CC=CC=C1)=O ((S)-4-Benzyl-3-((S)-3-(4-(benzyloxy)phenyl)-3-(isoxazol-3-yl)propanoyl)oxazolidin-2-one). The yield is 93.3%. RXN SMILES: [CH3:1][C:2](OC(OC(OC(C)(C)C)=O)=O)(C)C.[CH2:16]([C@H:23]1[CH2:27][O:26][C:25](=[O:28])[N:24]1[C:29](=[O:50])[CH2:30][C@@H:31]([C:36]1[CH:41]=[CH:40][C:39]([O:42][CH2:43][C:44]2[CH:49]=[CH:48][CH:47]=[CH:46][CH:45]=2)=[CH:38][CH:37]=1)[CH2:32][N+:33]([O-])=[O:34])[C:17]1[CH:22]=[CH:21][CH:20]=[CH:19][CH:18]=1>CN(C1C=CN=CC=1)C.C(Br)=C>[CH2:16]([C@H:23]1[CH2:27][O:26][C:25](=[O:28])[N:24]1[C:29](=[O:50])[CH2:30][C@@H:31]([C:36]1[CH:37]=[CH:38][C:39]([O:42][CH2:43][C:44]2[CH:45]=[CH:46][CH:47]=[CH:48][CH:49]=2)=[CH:40][CH:41]=1)[C:32]1[CH:2]=[CH:1][O:34][N:33]=1)[C:17]1[CH:22]=[CH:21][CH:20]=[CH:19][CH:18]=1. Procedure: (Boc)2O (6.9 g, 31.65 mmol) was added at room temperature to a solution of 7.3 (10 g, 21.1 mmol), vinyl bromide (230 mL, 1.0 M solution in THF), DMAP (256 mg, 2.1 mmol), and TEA (3.5 mL, 25.3 mmol). The mixture was stirred at room temperature for 2.5 days. During the reaction, more (Boc)2O (2 g twice) was added. After HPLC indicated that all 7.3 was consumed, the reaction mixture was taken into EtOAc (500 mL), and saturated sodium bicarbonate (400 mL) was added. The organic layer was separated, ... The reactants are C1CCOC1, Cc1ccccc1, Nc1ccc(Cl)nc1I, [Na+], [Na+], O=C([O-])[O-], O, OB(O)c1ccco1. Product: Nc1ccc(Cl)nc1-c1ccco1. As a reaction SMILES: [CH2:32]1[O:33][CH2:34][CH2:35][CH2:36]1.[CH3:24][c:25]1[cH:26][cH:27][cH:28][cH:29][cH:30]1.[NH2:1][c:2]1[c:3]([I:9])[n:4][c:5]([Cl:8])[cH:6][cH:7]1.[Na+:18].[Na+:19].[O-:20][C:21](=[O:22])[O-:23].[OH2:31].[o:10]1[c:11]([B:15]([OH:16])[OH:17])[cH:12][cH:13][cH:14]1>>[NH2:1][c:2]1[c:3](-[c:11]2[o:10][cH:14][cH:13][cH:12]2)[n:4][c:5]([Cl:8])[cH:6][cH:7]1. Starting materials: COC=1C=C2C(C(C3=C(OC4(CCNCC4)CS3)C2=CC1)=O)=O (8-methoxyspiro[naphtho[1,2-b][1,4]oxathiine-2,4′-piperidine]-5,6-dione), C(C1=CC=CC=C1)[C@@H]1OC1 ((2S)-2-benzyloxirane). RXN SMILES: [CH3:1][O:2][C:3]1[CH:4]=[C:5]2[C:19](=[CH:20][CH:21]=1)[C:9]1[O:10][C:11]3([CH2:17][S:18][C:8]=1[C:7](=[O:22])[C:6]2=[O:23])[CH2:16][CH2:15][NH:14][CH2:13][CH2:12]3.[CH2:24]([C@H:31]1[CH2:33][O:32]1)[C:25]1[CH:30]=[CH:29][CH:28]=[CH:27][CH:26]=1>>[OH:32][C@@H:31]([CH2:24][C:25]1[CH:30]=[CH:29][CH:28]=[CH:27][CH:26]=1)[CH2:33][N:14]1[CH2:15][CH2:16][C:11]2([O:10][C:9]3[C:19]4[C:5]([C:6](=[O:23])[C:7](=[O:22])[C:8]=3[S:18][CH2:17]2)=[CH:4][C:3]([O:2][CH3:1])=[CH:21][CH:20]=4)[CH2:12][CH2:13]1. Yields the product O[C@H](CN1CCC2(CC1)CSC1=C(O2)C2=CC=C(C=C2C(C1=O)=O)OC)CC1=CC=CC=C1 (1′-[(2S)-2-hydroxy-3-phenylpropyl]-8-methoxyspiro[naphtho[1,2-b][1,4]oxathiine-2,4′-piperidine]-5,6-dione). Reported procedure: Compound 203 was synthesized using 8-methoxyspiro[naphtho[1,2-b][1,4]oxathiine-2,4′-piperidine]-5,6-dione, (2S)-2-benzyloxirane and conditions outlined in procedure Y. M.p.=146-147° C.; 400 MHz 1H NMR (DMSO-d6) δ: 7.73 (d, J=8.6 Hz, 1H), 7.38 (d, J=7.6 Hz, 1H), 7.34 (d, J=2.8 Hz, 1H), 7.31 (d, J=3.0 Hz, 1H), 7.28-7.12 (m, 4H), 4.43 (d, J=4.7 Hz, 1H), 3.84 (s, 3H), 3.03 (s, 2H), 2.80-2.68 (m, 2H), 2.58 (dd, J=7.4, 14.0 Hz, 1H), 2.47-2.26 (m, 3H), 1.99-1.90 (m, 2H), 1.87-1.72 (m, 2H). LCMS: 466 [M... The reactants are ClC=1N(C2=NC(=NC(=C2N1)N1CCOCC1)C=1C=NC(=NC1)N)CC1COCC1 (5-[8-chloro-6-morpholin-4-yl-9-(tetrahydrofuran-3-ylmethyl)-9H-purin-2-yl]pyrimidin-2-amine), C[C@@H]1N[C@@H](CNC1)C (cis-2,6-dimethylpiperazine). The solvent is CS(=O)C (dimethyl sulfoxide). Conditions: temperature 150 celsius, time 1.5 hour. The product is C[C@@H]1CN(C[C@@H](N1)C)C=1N(C2=NC(=NC(=C2N1)N1CCOCC1)C=1C=NC(=NC1)N)CC1COCC1 (5-[8-(cis-3,5-Dimethylpiperazin-1-yl)-6-morpholin-4-yl-9-(tetrahydrofuran-3-ylmethyl)-9H-purin-2-yl]pyrimidin-2-amine). Isolated yield 53.9%. RXN SMILES: Cl[C:2]1[N:3]([CH2:24][CH:25]2[CH2:29][CH2:28][O:27][CH2:26]2)[C:4]2[C:9]([N:10]=1)=[C:8]([N:11]1[CH2:16][CH2:15][O:14][CH2:13][CH2:12]1)[N:7]=[C:6]([C:17]1[CH:18]=[N:19][C:20]([NH2:23])=[N:21][CH:22]=1)[N:5]=2.[CH3:30][C@H:31]1[CH2:36][NH:35][CH2:34][C@@H:33]([CH3:37])[NH:32]1>CS(C)=O>[CH3:30][C@H:31]1[NH:32][C@@H:33]([CH3:37])[CH2:34][N:35]([C:2]2[N:3]([CH2:24][CH:25]3[CH2:29][CH2:28][O:27][CH2:26]3)[C:4]3[C:9]([N:10]=2)=[C:8]([N:11]2[CH2:12][CH2:13][O:14][CH2:15][CH2:16]2)[N:7]=[C:6]([C:17]2[CH:22]=[N:21][C:20]([NH2:23])=[N:19][CH:18]=2)[N:5]=3)[CH2:36]1. Procedure details: A mixture of 5-[8-chloro-6-morpholin-4-yl-9-(tetrahydrofuran-3-ylmethyl)-9H-purin-2-yl]pyrimidin-2-amine (100 mg, 0.24 mmol), cis-2,6-dimethylpiperazine (82 mg, 0.72 mmol), and dimethyl sulfoxide (800 μl) was stirred at 150° C. for 1.5 hours. The reaction mixture was cooled and then partitioned with ethyl acetate and water and the organic layer was washed twice with saturated brine and then dried over magnesium sulfate. The solvent was evaporated under reduced pressure and the residue was purifi...